This data is from the Open Reaction Database (ORD), a public repository of structured organic reaction records. The task is: describe an organic reaction: reactants, conditions, products, and yield Reactants: CC(C)N(NC(=O)C1CCSCC1)C(=O)COc1ccc(F)cc1Br, O=C([O-])[O-], COCCOC, OB(O)c1ccccc1OC(F)(F)F, [Na+], [Na+]. Yields the product CC(C)N(NC(=O)C1CCSCC1)C(=O)COc1ccc(F)cc1-c1ccccc1OC(F)(F)F. As a reaction SMILES: [Br:1][c:2]1[c:3]([O:4][CH2:5][C:6](=[O:7])[N:8]([NH:9][C:10](=[O:11])[CH:12]2[CH2:13][CH2:14][S:15][CH2:16][CH2:17]2)[CH:18]([CH3:19])[CH3:20])[cH:21][cH:22][c:23]([F:25])[cH:24]1.[C:26](=[O:27])([O-:28])[O-:29].[CH3:46][O:47][CH2:48][CH2:49][O:50][CH3:51].[F:32][C:33]([O:34][c:35]1[c:36]([B:41]([OH:42])[OH:43])[cH:37][cH:38][cH:39][cH:40]1)([F:44])[F:45].[Na+:30].[Na+:31]>>[c:2]1(-[c:36]2[c:35]([O:34][C:33]([F:32])([F:44])[F:45])[cH:40][cH:39][cH:38][cH:37]2)[c:3]([O:4][CH2:5][C:6](=[O:7])[N:8]([NH:9][C:10](=[O:11])[CH:12]2[CH2:13][CH2:14][S:15][CH2:16][CH2:17]2)[CH:18]([CH3:19])[CH3:20])[cH:21][cH:22][c:23]([F:25])[cH:24]1. The reactants are CC1=C(NC=C1C(=O)N1CCOCC1)\C=C\1/C(NC2=CC=CC(=C12)C=1C=C(C=CC1)CC(=O)O)=O ((3-{3-[1-[3-Methyl-4-(morpholine-4-carbonyl)-1H-pyrrol-2-yl]-meth-(Z)-ylidene]-2-oxo-2,3-dihydro-1H-indol-4-yl}-phenyl)-acetic acid), C=1C=CC2=C(C1)N=NN2O (HOBt), CN(CCN)C (N,N-dimethylethylenediamine), C(CCl)Cl (EDC). Run in CN(C)C=O (DMF). The product is CN(CCNC(CC1=CC(=CC=C1)C1=C2/C(/C(NC2=CC=C1)=O)=C/C=1NC=C(C1C)C(=O)N1CCOCC1)=O)C (N-(2-Dimethylamino-ethyl)-2-(3-{3-[1-[3-methyl-4-(morpholine-4-carbonyl)-1H-pyrrol-2-yl]-meth-(Z)-ylidene]-2-oxo-2,3-dihydro-1H-indol-4-yl}-phenyl)-acetamide). RXN SMILES: [CH3:1][C:2]1[C:6]([C:7]([N:9]2[CH2:14][CH2:13][O:12][CH2:11][CH2:10]2)=[O:8])=[CH:5][NH:4][C:3]=1/[CH:15]=[C:16]1\[C:17](=[O:35])[NH:18][C:19]2[C:24]\1=[C:23]([C:25]1[CH:26]=[C:27]([CH2:31][C:32]([OH:34])=O)[CH:28]=[CH:29][CH:30]=1)[CH:22]=[CH:21][CH:20]=2.[CH3:36][N:37]([CH3:41])[CH2:38][CH2:39][NH2:40].C(Cl)CCl.C1C=CC2N(O)N=NC=2C=1>CN(C=O)C>[CH3:36][N:37]([CH3:41])[CH2:38][CH2:39][NH:40][C:32](=[O:34])[CH2:31][C:27]1[CH:28]=[CH:29][CH:30]=[C:25]([C:23]2[CH:22]=[CH:21][CH:20]=[C:19]3[C:24]=2/[C:16](=[CH:15]/[C:3]2[NH:4][CH:5]=[C:6]([C:7]([N:9]4[CH2:14][CH2:13][O:12][CH2:11][CH2:10]4)=[O:8])[C:2]=2[CH3:1])/[C:17](=[O:35])[NH:18]3)[CH:26]=1. Reported procedure: (3-{3-[1-[3-Methyl-4-(morpholine-4-carbonyl)-1H-pyrrol-2-yl]-meth-(Z)-ylidene]-2-oxo-2,3-dihydro-1H-indol-4-yl}-phenyl)-acetic acid (117.6 mg, 0.25 mmol) was coupled with N,N-dimethylethylenediamine (2 eq.), EDC (1.5 eq.) and HOBt (1 eq.) in DMF (1 mL) using the general amidation procedure to give 117.3 mg of the titled compound. Reactants: COC(=O)C(Cc1ccc(Cl)c(Cl)c1)NC(=O)c1ccc(Br)cc1NS(=O)(=O)c1cccc2nsnc12, COC(=O)C(N)Cc1ccc(Cl)c(Cl)c1, Cl, O=C(O)c1ccc(Br)cc1NS(=O)(=O)c1cccc2nsnc12. The product is O=C(NC(Cc1ccc(Cl)c(Cl)c1)C(=O)O)c1ccc(Br)cc1NS(=O)(=O)c1cccc2nsnc12. RXN SMILES: [CH3:1][O:2][C:3]([CH:4]([CH2:5][c:6]1[cH:7][c:8]([Cl:13])[c:9]([Cl:12])[cH:10][cH:11]1)[NH:14][C:15]([c:16]1[c:17]([NH:23][S:24](=[O:25])(=[O:26])[c:27]2[cH:28][cH:29][cH:30][c:31]3[c:32]2[n:33][s:34][n:35]3)[cH:18][c:19]([Br:22])[cH:20][cH:21]1)=[O:36])=[O:37].[CH3:62][O:63][C:64](=[O:65])[CH:66]([CH2:67][c:68]1[cH:69][cH:70][c:71]([Cl:72])[c:73]([Cl:74])[cH:75]1)[NH2:76].[ClH:61].[n:38]1[s:39][n:40][c:41]2[c:42]([S:43]([NH:44][c:45]3[cH:46][c:47]([Br:48])[cH:49][cH:50][c:51]3[C:52]([OH:53])=[O:54])(=[O:55])=[O:56])[cH:57][cH:58][cH:59][c:60]12>>[O:2]=[C:3]([CH:4]([CH2:5][c:6]1[cH:7][c:8]([Cl:13])[c:9]([Cl:12])[cH:10][cH:11]1)[NH:14][C:15]([c:16]1[c:17]([NH:23][S:24](=[O:25])(=[O:26])[c:27]2[cH:28][cH:29][cH:30][c:31]3[c:32]2[n:33][s:34][n:35]3)[cH:18][c:19]([Br:22])[cH:20][cH:21]1)=[O:36])[OH:37]. The reactants are CC(C)(C)OC(=O)NOC(=O)OC(C)(C)C, CCOC(=O)N=NC(=O)OCC, C1CCOC1, OCC#Cc1cccc(C2=NC(c3ccccc3)CO2)c1F, c1ccc(P(c2ccccc2)c2ccccc2)cc1. Product: CC(C)(C)OC(=O)ON(CC#Cc1cccc(C2=NC(c3ccccc3)CO2)c1F)C(=O)OC(C)(C)C. As a reaction SMILES: [C:23]([CH3:24])([CH3:25])([CH3:26])[O:27][C:28](=[O:29])[NH:30][O:31][C:32](=[O:33])[O:34][C:35]([CH3:36])([CH3:37])[CH3:38].[O:58]=[C:59]([O:60][CH2:61][CH3:62])[N:63]=[N:64][C:65]([O:66][CH2:67][CH3:68])=[O:69].[O:70]1[CH2:71][CH2:72][CH2:73][CH2:74]1.[c:1]1([CH:7]2[N:8]=[C:9]([c:12]3[c:13]([F:22])[c:14]([C:18]#[C:19][CH2:20][OH:21])[cH:15][cH:16][cH:17]3)[O:10][CH2:11]2)[cH:2][cH:3][cH:4][cH:5][cH:6]1.[c:39]1([P:40]([c:41]2[cH:42][cH:43][cH:44][cH:45][cH:46]2)[c:47]2[cH:48][cH:49][cH:50][cH:51][cH:52]2)[cH:53][cH:54][cH:55][cH:56][cH:57]1>>[c:1]1([CH:7]2[N:8]=[C:9]([c:12]3[c:13]([F:22])[c:14]([C:18]#[C:19][CH2:20][N:30]([C:28]([O:27][C:23]([CH3:24])([CH3:25])[CH3:26])=[O:29])[O:31][C:32](=[O:33])[O:34][C:35]([CH3:36])([CH3:37])[CH3:38])[cH:15][cH:16][cH:17]3)[O:10][CH2:11]2)[cH:2][cH:3][cH:4][cH:5][cH:6]1. Starting materials: white solid, Cl (hydrochloric acid), [Sn] (tin), O=C1NC(C2=CC=CC=C12)=O (1,3-dioxoisoindole), [Sn] (tin), [Sn].Cl (Tin Hydrochloric Acid), ClC1=C(C=C2C(N(C(C2=C1)=O)CC1=NC=CC=C1)=O)S(=O)(=O)N (6-Chloro-2,3-dihydro-1,3-dioxo-2-(2-pyridinylmethyl)-1H-isoindole-5-sulfonamide). Run in CO (methanol). Run at time 6 hour. Product: ClC1=C(C=C2C(N(CC2=C1)CC1=NC=CC=C1)=O)S(=O)(=O)N (6-chloro-2,3-dihydro-3-oxo-2-(2-pyridinylmethyl)-1H-isoindole-5-sulfonamide), hydrochloride salt. Reaction SMILES: [Sn].Cl.[Cl:3][C:4]1[CH:12]=[C:11]2[C:7]([C:8](=[O:21])[N:9]([CH2:14][C:15]3[CH:20]=[CH:19][CH:18]=[CH:17][N:16]=3)[C:10]2=O)=[CH:6][C:5]=1[S:22]([NH2:25])(=[O:24])=[O:23].O=C1C2C(=CC=CC=2)C(=O)N1.Cl.[Sn]>CO>[Cl:3][C:4]1[CH:12]=[C:11]2[C:7]([C:8](=[O:21])[N:9]([CH2:14][C:15]3[CH:20]=[CH:19][CH:18]=[CH:17][N:16]=3)[CH2:10]2)=[CH:6][C:5]=1[S:22]([NH2:25])(=[O:24])=[O:23] |f:0.1,^3:0,37|. Procedure: Tin-Hydrochloric Acid Reduction of 6-Chloro-2,3-dihydro-1,3-dioxo-2-(2-pyridinylmethyl)-1H-isoindole-5-sulfonamide. A mixture of the above part (a) 1,3-dioxoisoindole (18 g., 0.051 mole), 120 ml. of methanol and 60 ml. of concentrated hydrochloric acid was heated with 30 mesh granulated tin metal added as indicated: 15 g. at 65°-70° for 6 hr., then 8 g. at 60°-65° for 16 hr. and finally 6 g. at 70°-75° for a 7 hr. period. The reaction mixture is cooled, filtered and concentrated to about 60 ml. ...